From a dataset of the Open Reaction Database (ORD), a public repository of structured organic reaction records. describe an organic reaction: reactants, conditions, products, and yield Reactants: C1=CC(=CC=C1[N+](=O)[O-])O (p-nitrophenol), F (hydrogen fluoride), C(C=C)(=O)O (acrylic acid), C1=CC=CC=2SC3=CC=CC=C3NC12 (phenothiazine). Reaction SMILES: [CH:1]1[C:6]([N+:7]([O-:9])=[O:8])=[CH:5][CH:4]=[C:3]([OH:10])[CH:2]=1.[C:11](O)(=[O:14])[CH:12]=[CH2:13].C1C2NC3C(=CC=CC=3)SC=2C=CC=1.F>>[N+:7]([C:6]1[CH:5]=[C:4]2[C:3](=[CH:2][CH:1]=1)[O:10][CH2:13][CH2:12][C:11]2=[O:14])([O-:9])=[O:8]. Procedure: Following the same procedure as Example 1, p-nitrophenol (34.8 grams), acrylic acid (27 grams), and an inhibitor, phenothiazine (0.02 grams) was added to the pressure reactor. The anhydrous hydrogen fluoride (110 grams) was added before the system was warmed. When the reaction temperature was attained, a pressure of 140 psig was noted, similar to previous reactions. Work-up was carried out as previous examples and the 6-Nitro-4-Chromanone was isolated and characterized. The product is [N+](=O)([O-])C=1C=C2C(CCOC2=CC1)=O (6-Nitro-4-Chromanone). Reactants: CC(=O)O, CCOC(C)=O, ClCl, Nc1ccc2ncsc2c1. RXN SMILES: [C:13]([OH:14])(=[O:15])[CH3:16].[CH3:17][CH2:18][O:19][C:20]([CH3:21])=[O:22].[Cl:11][Cl:12].[NH2:1][c:2]1[cH:3][c:4]2[c:5]([n:6][cH:7][s:8]2)[cH:9][cH:10]1>>[NH2:1][c:2]1[c:3]([Cl:11])[c:4]2[c:5]([n:6][cH:7][s:8]2)[cH:9][cH:10]1. Yields the product Nc1ccc2ncsc2c1Cl. The reactants are O=C1CCC(=O)N1Br, Cc1cccc(Oc2cccc3ccccc23)c1, CC(C)(C#N)N=NC(C)(C)C#N. The product is BrCc1cccc(Oc2cccc3ccccc23)c1. Reaction SMILES: [Br:19][N:20]1[C:21](=[O:22])[CH2:23][CH2:24][C:25]1=[O:26].[CH3:1][c:2]1[cH:3][c:4]([O:5][c:6]2[cH:7][cH:8][cH:9][c:10]3[cH:11][cH:12][cH:13][cH:14][c:15]23)[cH:16][cH:17][cH:18]1.[N:27]([C:28]([CH3:29])([CH3:30])[C:31]#[N:32])=[N:33][C:34]([CH3:35])([CH3:36])[C:37]#[N:38]>>[CH2:1]([c:2]1[cH:3][c:4]([O:5][c:6]2[cH:7][cH:8][cH:9][c:10]3[cH:11][cH:12][cH:13][cH:14][c:15]23)[cH:16][cH:17][cH:18]1)[Br:19]. Starting materials: IC1=CC(=CC=2N=C(SC21)NC(=O)NCC)C=2C=NC=CC2 (1-(7-iodo-5-pyridin-3-yl-benzothiazol-2-yl)-3-ethyl-urea), C(CCC)[Sn](C1=CC=CC(=N1)N1CCOCC1)(CCCC)CCCC (4-(6-tributylstannanyl-pyridin-2-yl)-morpholine). The reagents and catalysts are C=1C=CC(=CC1)[P](C=2C=CC=CC2)(C=3C=CC=CC3)[Pd]([P](C=4C=CC=CC4)(C=5C=CC=CC5)C=6C=CC=CC6)([P](C=7C=CC=CC7)(C=8C=CC=CC8)C=9C=CC=CC9)[P](C=1C=CC=CC1)(C=1C=CC=CC1)C=1C=CC=CC1 (tetrakis(triphenylphosphine)palladium(0)). Run in CN(C)C=O (DMF). Conditions: temperature 120 celsius. Product: C(C)NC(=O)NC=1SC2=C(N1)C=C(C=C2C2=NC(=CC=C2)N2CCOCC2)C=2C=NC=CC2 (1-Ethyl-3-[7-(6-morpholin-4-yl-pyridin-2-yl)-5-pyridin-3-yl-benzothiazol-2-yl]-urea). Isolated yield 6.2%. As a reaction SMILES: I[C:2]1[C:10]2[S:9][C:8]([NH:11][C:12]([NH:14][CH2:15][CH3:16])=[O:13])=[N:7][C:6]=2[CH:5]=[C:4]([C:17]2[CH:18]=[N:19][CH:20]=[CH:21][CH:22]=2)[CH:3]=1.C([Sn](CCCC)(CCCC)[C:28]1[N:33]=[C:32]([N:34]2[CH2:39][CH2:38][O:37][CH2:36][CH2:35]2)[CH:31]=[CH:30][CH:29]=1)CCC>CN(C=O)C.C1C=CC([P]([Pd]([P](C2C=CC=CC=2)(C2C=CC=CC=2)C2C=CC=CC=2)([P](C2C=CC=CC=2)(C2C=CC=CC=2)C2C=CC=CC=2)[P](C2C=CC=CC=2)(C2C=CC=CC=2)C2C=CC=CC=2)(C2C=CC=CC=2)C2C=CC=CC=2)=CC=1>[CH2:15]([NH:14][C:12]([NH:11][C:8]1[S:9][C:10]2[C:2]([C:28]3[CH:29]=[CH:30][CH:31]=[C:32]([N:34]4[CH2:35][CH2:36][O:37][CH2:38][CH2:39]4)[N:33]=3)=[CH:3][C:4]([C:17]3[CH:18]=[N:19][CH:20]=[CH:21][CH:22]=3)=[CH:5][C:6]=2[N:7]=1)=[O:13])[CH3:16] |^1:56,58,77,96|. Procedure: To a solution of 1-(7-iodo-5-pyridin-3-yl-benzothiazol-2-yl)-3-ethyl-urea (0.15 g, 0.35 mmol) in DMF (5 mL) was added 4-(6-tributylstannanyl-pyridin-2-yl)-morpholine (0.30 g, 0.70 mmol) under nitrogen atmosphere at room temperature. The reaction mixture was then degassed for half an hour followed by the addition of tetrakis(triphenylphosphine)palladium(0) (0.020 g, 0.018 mmol). The reaction mixture was then again degassed for half an hour and heated at 120° C. for 15 h under nitrogen atmosphere.... Starting materials: S(=O)(=O)([O-])O[O-].[NH4+].[NH4+] (ammonium peroxysulphate), OC=1C(C2=CC=CC=C2C(C1)=O)=O (2-hydroxynaphthalene-1,4-dione), C(C)#N (acetonitrile). Reagents/catalysts: [N+](=O)([O-])[O-].[Ag+] (silver nitrate). Run in O (water), O (water), C(C)OCC (diethyl ether). Reaction conditions: temperature 20 celsius. The product is OC=1C(C2=CC=CC=C2C(C1C1(CCCC1)C)=O)=O (2-hydroxy-3-(1-methylcyclopentyl)naphthalene-1,4-dione). As a reaction SMILES: [OH:1][C:2]1[C:3](=[O:13])[C:4]2[C:9]([C:10](=[O:12])[CH:11]=1)=[CH:8][CH:7]=[CH:6][CH:5]=2.S(O[O-])([O-])(=O)=O.[NH4+].[NH4+].[C:22](#N)[CH3:23]>O.C(OCC)C.[N+]([O-])([O-])=O.[Ag+]>[OH:1][C:2]1[C:3](=[O:13])[C:4]2[C:9]([C:10](=[O:12])[C:11]=1[C:22]1([CH3:23])[CH2:10][CH2:11][CH2:2][CH2:3]1)=[CH:8][CH:7]=[CH:6][CH:5]=2 |f:1.2.3,7.8|. Reported procedure: A 50% excess of this acid was added to a stirred solution of 2-hydroxynaphthalene-1,4-dione (1.00 g, 5.7 mmol), and silver nitrate (600 mg) in a mixture of acetonitrile (20 ml) and water (20 ml) at 65° C. and a solution of ammonium peroxysulphate (1.96 g, 8.6 mmol) in water (10 ml) was slowly added to that over a period of 15 minutes. The mixture was heated for a further hour before cooling to room temperature (about 20° C.) and diluting with diethyl ether (50 ml). The organic phase was separate... Reactants: BrC1=NC(=CC=C1)C(=O)N1C[C@@H](CC1)OC (2-bromo-6-{[(3R)-3-methoxypyrrolidin-1-yl]carbonyl}pyridine), NC=1SC(=CC1C(=O)N)C1=C(C=C(C=C1)C(C)(C)O)F (2-amino-5-[2-fluoro-4-(1-hydroxy-1-methylethyl)phenyl]thiophene-3-carboxamide). Product: N=1C=CN2C1CN(CC2)C(=O)C2=CC=CC(=N2)NC=2SC(=CC2C(=O)N)C2=C(C=C(C=C2)C(C)(C)O)F (2-{[6-(5,6-Dihydroimidazo[1,2-a]pyrazin-7(8H)-ylcarbonyl)pyridin-2-yl]amino}-5-[2-fluoro-4-(1-hydroxy-1-methylethyl)phenyl]thiophene-3-carboxamide). As a reaction SMILES: Br[C:2]1[CH:7]=[CH:6][CH:5]=[C:4]([C:8]([N:10]2[CH2:14][CH2:13][C@@H:12](OC)[CH2:11]2)=[O:9])[N:3]=1.[NH2:17][C:18]1[S:19][C:20]([C:26]2[CH:31]=[CH:30][C:29]([C:32]([OH:35])([CH3:34])[CH3:33])=[CH:28][C:27]=2[F:36])=[CH:21][C:22]=1[C:23]([NH2:25])=[O:24]>>[N:3]1[CH:4]=[CH:8][N:10]2[CH2:13][CH2:14][N:10]([C:8]([C:4]3[N:3]=[C:2]([NH:17][C:18]4[S:19][C:20]([C:26]5[CH:31]=[CH:30][C:29]([C:32]([OH:35])([CH3:33])[CH3:34])=[CH:28][C:27]=5[F:36])=[CH:21][C:22]=4[C:23]([NH2:25])=[O:24])[CH:7]=[CH:6][CH:5]=3)=[O:9])[CH2:11][C:12]=12. Reported procedure: The title compound was prepared as described in Example 1 using 2-bromo-6-{[(3R)-3-methoxypyrrolidin-1-yl]carbonyl}pyridine (200 mg, 0.65 mmol) and 2-amino-5-[2-fluoro-4-(1-hydroxy-1-methylethyl)phenyl]thiophene-3-carboxamide (192 mg, 0.65 mmol) as starting materials. Reactants: O=C([O-])O, CC(=O)OCCC(N)C(=O)O, O=C(Cl)OCc1ccccc1, Cl, [Na+], O. Yields the product CC(=O)OCCC(NC(=O)OCc1ccccc1)C(=O)O. RXN SMILES: [C:13](=[O:14])([O-:15])[OH:16].[C:2]([CH3:3])(=[O:4])[O:5][CH2:6][CH2:7][CH:8]([NH2:9])[C:10](=[O:11])[OH:12].[Cl:18][C:19](=[O:20])[O:21][CH2:22][c:23]1[cH:24][cH:25][cH:26][cH:27][cH:28]1.[ClH:1].[Na+:17].[OH2:29]>>[C:2]([CH3:3])(=[O:4])[O:5][CH2:6][CH2:7][CH:8]([NH:9][C:19](=[O:20])[O:21][CH2:22][c:23]1[cH:24][cH:25][cH:26][cH:27][cH:28]1)[C:10](=[O:11])[OH:12].